This data is from the Open Reaction Database (ORD), a public repository of structured organic reaction records. The task is: describe an organic reaction: reactants, conditions, products, and yield Reactants: FC(OC1=CC=C(C(=O)O)C=C1)F (4-Difluoromethoxybenzoic acid), C(CC)[C@@H]1CC[C@H](CC1)C1=CC=C(C=C1)O (4-(trans-4-propylcyclohexyl)-phenol), C1CCC(CC1)N=C=NC2CCCCC2 (DCC), C1=CC(=CC=C1CO)O (p-hydroxybenzyl alcohol), [Mn](=O)(=O)(=O)[O-].[K+] (potassium permanganate). Product: FC(OC1=CC=C(C(=O)OC2=CC=C(C=C2)[C@@H]2CC[C@H](CC2)CCC)C=C1)F (4-(trans-4-Propylcyclohexyl)-phenyl 4-difluoromethoxybenzoate). Reaction SMILES: [F:1][CH:2]([F:13])[O:3][C:4]1[CH:12]=[CH:11][C:7]([C:8]([OH:10])=[O:9])=[CH:6][CH:5]=1.C1C(CO)=CC=C(O)C=1.[Mn]([O-])(=O)(=O)=O.[K+].[CH2:29]([C@H:32]1[CH2:37][CH2:36][C@H:35]([C:38]2[CH:43]=[CH:42][C:41](O)=[CH:40][CH:39]=2)[CH2:34][CH2:33]1)[CH2:30][CH3:31].C1CCC(N=C=NC2CCCCC2)CC1>>[F:1][CH:2]([F:13])[O:3][C:4]1[CH:5]=[CH:6][C:7]([C:8]([O:10][C:41]2[CH:40]=[CH:39][C:38]([C@H:35]3[CH2:36][CH2:37][C@H:32]([CH2:29][CH2:30][CH3:31])[CH2:33][CH2:34]3)=[CH:43][CH:42]=2)=[O:9])=[CH:11][CH:12]=1 |f:2.3|. Procedure: 4-Difluoromethoxybenzoic acid (available by etherification of the phenolic OH group of p-hydroxybenzyl alcohol analogously to Example 1, followed by oxidation with potassium permanganate) is esterified, as described in Example 5b), with 4-(trans-4-propylcyclohexyl)-phenol by the DCC method. m.p.: 104° C., c.p.: 193.5° C. Procedure: Using a procedure analogous to that used to prepare 34D, 61C (1.94 g, 8.73 mmol) was reacted with 61B to give 61D (1.84 g, 50%) as an oil. MS (ESI) m/z 385.1 (M+H)+. Yields the product C(C)(C)(C)OC(=O)NCC=1C=C(C=CC1)NC(=O)OCCC1=C(C=C(C=C1)Br)Cl (4-(2-(3-((tert-butoxycarbonylamino)methyl)phenylcarbamoyloxy)ethyl)-3-chlorophenylbromide). Yield: 50.0%. Reaction SMILES: C(OC(N[C@H](C1C=CC=C(NC(OCCC2C=CC(Br)=CC=2C)=O)C=1)CC(OCC)=O)=O)C1C=CC=CC=1.[N:39]([C:42]1[CH:43]=[C:44]([CH:54]=[CH:55][CH:56]=1)[CH2:45][NH:46][C:47](=[O:53])[O:48][C:49]([CH3:52])([CH3:51])[CH3:50])=[C:40]=[O:41].[Br:57][C:58]1[CH:63]=[CH:62][C:61]([CH2:64][CH2:65][OH:66])=[C:60]([Cl:67])[CH:59]=1>>[C:49]([O:48][C:47]([NH:46][CH2:45][C:44]1[CH:43]=[C:42]([NH:39][C:40]([O:66][CH2:65][CH2:64][C:61]2[CH:62]=[CH:63][C:58]([Br:57])=[CH:59][C:60]=2[Cl:67])=[O:41])[CH:56]=[CH:55][CH:54]=1)=[O:53])([CH3:51])([CH3:52])[CH3:50]. Starting materials: C(C1=CC=CC=C1)OC(=O)N[C@@H](CC(=O)OCC)C1=CC(=CC=C1)NC(=O)OCCC1=C(C=C(C=C1)Br)C ((S)-ethyl 3-(benzyloxycarbonylamino)-3-(3-((4-bromo-2-methylphenethoxy)carbonylamino)phenyl)propanoate), N(=C=O)C=1C=C(CNC(OC(C)(C)C)=O)C=CC1 (tert-butyl 3-isocyanatobenzylcarbamate), BrC1=CC(=C(C=C1)CCO)Cl (2-(4-bromo-2-chlorophenyl)ethanol). Starting materials: CCOP(=O)(CC#N)OCC, CCOc1cc(C(=O)c2ccc(OC)c(F)c2)ccc1OC, C1CCOC1, C[Si](C)(C)[N-][Si](C)(C)C, [Li+], O. The product is CCOc1cc(C(=CC#N)c2ccc(OC)c(F)c2)ccc1OC. As a reaction SMILES: [CH2:1]([O:2][P:3](=[O:4])([O:5][CH2:6][CH3:7])[CH2:9][C:10]#[N:11])[CH3:8].[CH2:22]([CH3:23])[O:24][c:25]1[cH:26][c:27]([C:33](=[O:34])[c:35]2[cH:36][c:37]([F:43])[c:38]([O:41][CH3:42])[cH:39][cH:40]2)[cH:28][cH:29][c:30]1[O:31][CH3:32].[CH2:45]1[O:46][CH2:47][CH2:48][CH2:49]1.[CH3:12][Si:13]([N-:14][Si:15]([CH3:16])([CH3:17])[CH3:18])([CH3:19])[CH3:20].[Li+:21].[OH2:44]>>[CH:9]([C:10]#[N:11])=[C:33]([c:27]1[cH:26][c:25]([O:24][CH2:22][CH3:23])[c:30]([O:31][CH3:32])[cH:29][cH:28]1)[c:35]1[cH:36][c:37]([F:43])[c:38]([O:41][CH3:42])[cH:39][cH:40]1. Reactants: ClC=1C=C(C=CC1)C1=NN2C(N=C(C(=C2C2=CC=C(C=C2)F)[C@@H](C(=O)OC)O)C)=C1 ((S)-methyl 2-(2-(3-chlorophenyl)-7-(4-fluorophenyl)-5-methylpyrazolo[1,5-a]pyrimidin-6-yl)-2-hydroxyacetate), C(C)(=O)OC(C)(C)C (tert-butyl acetate), Cl(=O)(=O)(=O)O (perchloric acid). Run in CCOCC (Et2O), C(Cl)Cl (CH2Cl2). Reaction conditions: time 2 hour. Yields the product C(C)(C)(C)O[C@H](C(=O)OC)C=1C(=NC=2N(C1C1=CC=C(C=C1)F)N=C(C2)C2=CC(=CC=C2)Cl)C ((S)-methyl 2-(tert-butoxy)-2-(2-(3-chlorophenyl)-7-(4-fluorophenyl)-5-methylpyrazolo[1,5-a]pyrimidin-6-yl)acetate). Isolated yield 70.2%. Reaction SMILES: [Cl:1][C:2]1[CH:3]=[C:4]([C:8]2[CH:30]=[C:11]3[N:12]=[C:13]([CH3:29])[C:14]([C@H:23]([OH:28])[C:24]([O:26][CH3:27])=[O:25])=[C:15]([C:16]4[CH:21]=[CH:20][C:19]([F:22])=[CH:18][CH:17]=4)[N:10]3[N:9]=2)[CH:5]=[CH:6][CH:7]=1.C(O[C:35]([CH3:38])([CH3:37])[CH3:36])(=O)C.Cl(O)(=O)(=O)=O>C(Cl)Cl.CCOCC>[C:35]([O:28][C@@H:23]([C:14]1[C:13]([CH3:29])=[N:12][C:11]2[N:10]([N:9]=[C:8]([C:4]3[CH:5]=[CH:6][CH:7]=[C:2]([Cl:1])[CH:3]=3)[CH:30]=2)[C:15]=1[C:16]1[CH:17]=[CH:18][C:19]([F:22])=[CH:20][CH:21]=1)[C:24]([O:26][CH3:27])=[O:25])([CH3:38])([CH3:37])[CH3:36]. Reported procedure: To a stirred solution of (S)-methyl 2-(2-(3-chlorophenyl)-7-(4-fluorophenyl)-5-methylpyrazolo[1,5-a]pyrimidin-6-yl)-2-hydroxyacetate (0.06 g, 0.141 mmol) and tert-butyl acetate (0.952 ml, 7.04 mmol) in CH2Cl2 (3 mL) was added 70% perchloric acid (0.036 ml, 0.423 mmol) at rt. After 2 h, the reaction was diluted with Et2O (50 mL), washed with sat. Na2CO3 (2×5 mL), dried (Na2SO4), filtered and concentrated to give yellow solid which was purified by prep-HPLC to afford (S)-methyl 2-(tert-butoxy)-2-(... The solvent is C(Cl)Cl (DCM). Conditions: temperature 0 celsius, time 1 hour. RXN SMILES: ClC1C=C(C=CC=1)C(OO)=[O:6].[Cl:12][C:13]1[CH:27]=[CH:26][C:16]([O:17][CH2:18][C:19]([O:21][C:22]([CH3:25])([CH3:24])[CH3:23])=[O:20])=[C:15]([S:28][C:29]2[CH:34]=[CH:33][C:32]([S:35]([CH3:38])(=[O:37])=[O:36])=[CH:31][CH:30]=2)[CH:14]=1>C(Cl)Cl>[Cl:12][C:13]1[CH:27]=[CH:26][C:16]([O:17][CH2:18][C:19]([O:21][C:22]([CH3:25])([CH3:24])[CH3:23])=[O:20])=[C:15]([S:28]([C:29]2[CH:30]=[CH:31][C:32]([S:35]([CH3:38])(=[O:36])=[O:37])=[CH:33][CH:34]=2)=[O:6])[CH:14]=1. The product is ClC1=CC(=C(OCC(=O)OC(C)(C)C)C=C1)S(=O)C1=CC=C(C=C1)S(=O)(=O)C (tert-Butyl (4-chloro-2-{[4-(methylsulfonyl)phenyl]sulfinyl}phenoxy)acetate). Starting materials: ClC=1C=C(C(=O)OO)C=CC1 (3-Chloroperoxybenzoic acid), ClC1=CC(=C(OCC(=O)OC(C)(C)C)C=C1)SC1=CC=C(C=C1)S(=O)(=O)C (tert-Butyl (4-chloro-2-{[4-(methylsulfonyl)phenyl]thio}phenoxy)acetate). Procedure: 3-Chloroperoxybenzoic acid (70% purity, 0.2 g) was added to a solution of the product from example 9 step (ii) (0.35 g) in DCM (10 ml) and stirred at 0° C. for 1 h. The mixture was partitioned between DCM/aq. sodium metabisulphite solution, the organics washed with aq. sodium hydrogencarbonate solution, water, dried and evaporated under reduced pressure. Yield 0.34 g The reactants are C1CCOC1, CO, COC(=O)c1cc(C)sc1N, [Li+], [OH-], O, O. The product is Cc1cc(C(=O)O)c(N)s1. RXN SMILES: [CH2:18]1[O:19][CH2:20][CH2:21][CH2:22]1.[CH3:15][OH:16].[CH3:1][O:2][C:3](=[O:4])[c:5]1[c:6]([NH2:11])[s:7][c:8]([CH3:10])[cH:9]1.[Li+:13].[OH-:12].[OH2:14].[OH2:17]>>[O:2]=[C:3]([OH:4])[c:5]1[c:6]([NH2:11])[s:7][c:8]([CH3:10])[cH:9]1. Starting materials: solution, solution, fluoro, FC1=C(C(=O)NC(CO)(C)C)C(=CC(=C1)OC)F (2,6-Difluoro-N-(2-hydroxy-1,1-dimethylethyl)-4-methoxybenzamide), solution, II (iodine), C1(CC1)Br (cyclopropyl bromide), [Mg] (magnesium). Solvent: O1CCCC1 (tetrahydrofuran), O1CCCC1 (tetrahydrofuran). Conditions: time 2 hour. The product is C1(CC1)C1=C(C(=CC(=C1)OC)F)C=1OCC(N1)(C)C (2-(2-Cyclopropyl-6-fluoro-4-methoxyphenyl)-4,4-dimethyl-4,5-dihydro-1,3-oxazole). The yield is 98.0%. As a reaction SMILES: [CH:1]1(Br)[CH2:3][CH2:2]1.[Mg].II.[F:8][C:9]1[CH:22]=[C:21]([O:23][CH3:24])[CH:20]=[C:19](F)[C:10]=1[C:11]([NH:13][C:14]([CH3:18])([CH3:17])[CH2:15][OH:16])=O>O1CCCC1>[CH:1]1([C:19]2[CH:20]=[C:21]([O:23][CH3:24])[CH:22]=[C:9]([F:8])[C:10]=2[C:11]2[O:16][CH2:15][C:14]([CH3:18])([CH3:17])[N:13]=2)[CH2:3][CH2:2]1. Reported procedure: To a solution of cyclopropyl bromide (12.1 g, 100 mmol) in anhydrous tetrahydrofuran (100 mL) was added magnesium turnings (2.4 g, 100 mmol) followed by a crystal of iodine, at room temperature. After a few minutes the reaction initiated and came to reflux without any additional heating. When the reflux was complete the reaction was cooled to room temperature and stirred for 2 hours. A solution of the fluoro compound from preparation 2 (9.64 g, 40 mmol) in tetrahydrofuran (50 mL) was cooled in a...